Dataset: the Open Reaction Database (ORD), a public repository of structured organic reaction records. Task: describe an organic reaction: reactants, conditions, products, and yield Reactants: CN, CCOC(C)=O, CO, CC(C)O, [Cl-], COc1cc2nc(Cl)nc(-c3cccc(NC(=O)OC(C)(C)C)c3)c2cc1OC, [Na+], C1CCOC1. Yields the product CNc1nc(-c2cccc(NC(=O)OC(C)(C)C)c2)c2cc(OC)c(OC)cc2n1. As a reaction SMILES: [CH3:30][NH2:31].[CH3:39][CH2:40][O:41][C:42](=[O:43])[CH3:44].[CH3:45][OH:46].[CH3:47][CH:48]([OH:49])[CH3:50].[Cl-:33].[Cl:1][c:2]1[n:3][c:4]2[cH:5][c:6]([O:28][CH3:29])[c:7]([O:26][CH3:27])[cH:8][c:9]2[c:10](-[c:12]2[cH:13][c:14]([NH:18][C:19]([O:20][C:21]([CH3:22])([CH3:23])[CH3:24])=[O:25])[cH:15][cH:16][cH:17]2)[n:11]1.[Na+:32].[O:34]1[CH2:35][CH2:36][CH2:37][CH2:38]1>>[c:2]1([NH:31][CH3:30])[n:3][c:4]2[cH:5][c:6]([O:28][CH3:29])[c:7]([O:26][CH3:27])[cH:8][c:9]2[c:10](-[c:12]2[cH:13][c:14]([NH:18][C:19]([O:20][C:21]([CH3:22])([CH3:23])[CH3:24])=[O:25])[cH:15][cH:16][cH:17]2)[n:11]1. Reactants: CN1C(=O)NC(=O)C12Cc1ccc(NC(=O)CNC(=O)OC(C)(C)C)cc1C2, CCOC(C)=O, CO, Cl, N. Reaction SMILES: [CH3:1][N:2]1[C:3](=[O:28])[NH:4][C:5](=[O:27])[C:6]12[CH2:7][c:8]1[cH:9][cH:10][c:11]([NH:15][C:16]([CH2:17][NH:18][C:19](=[O:20])[O:21][C:22]([CH3:23])([CH3:24])[CH3:25])=[O:26])[cH:12][c:13]1[CH2:14]2.[CH3:31][CH2:32][O:33][C:34]([CH3:35])=[O:36].[CH3:37][OH:38].[ClH:29].[NH3:30]>>[CH3:1][N:2]1[C:3](=[O:28])[NH:4][C:5](=[O:27])[C:6]12[CH2:7][c:8]1[cH:9][cH:10][c:11]([NH:15][C:16]([CH2:17][NH2:18])=[O:26])[cH:12][c:13]1[CH2:14]2. Product: CN1C(=O)NC(=O)C12Cc1ccc(NC(=O)CN)cc1C2. The reactants are BrC=1C=CC(=C(C1)C1=NC2=CC=C(C=C2C=C1)C1=NC2=C(N1C1CCCCC1)C=CC(=C2)C(=O)O)O (2-[2-(5-Bromo-2-hydroxy-phenyl)-quinolin-6-yl]-1-cyclohexyl-1H-benzoimidazole-5-carboxylic acid), [OH-].[K+] (KOH), Compound 354e, BrC=1C=C(C=CC1)C(C)=O (1-(3-bromo-phenyl)-ethanone). The solvent is C(C)O (ethanol), C(C)O (ethanol). Yields the product BrC=1C=C(C=CC1)C1=NC2=CC=C(C=C2C=C1)C1=NC2=C(N1C1CCCCC1)C=CC(=C2)C(=O)O (2-[2-(3-bromo-phenyl)-quinolin-6-yl]-1-cyclohexyl-1H-benzoimidazole-5-carboxylic acid). Isolated yield 12.0%. As a reaction SMILES: [Br:1][C:2]1[CH:3]=[CH:4][C:5](O)=[C:6]([C:8]2[CH:17]=[CH:16][C:15]3[C:10](=[CH:11][CH:12]=[C:13]([C:18]4[N:22]([CH:23]5[CH2:28][CH2:27][CH2:26][CH2:25][CH2:24]5)[C:21]5[CH:29]=[CH:30][C:31]([C:33]([OH:35])=[O:34])=[CH:32][C:20]=5[N:19]=4)[CH:14]=3)[N:9]=2)[CH:7]=1.BrC1C=C(C(=O)C)C=CC=1.[OH-].[K+]>C(O)C>[Br:1][C:2]1[CH:7]=[C:6]([C:8]2[CH:17]=[CH:16][C:15]3[C:10](=[CH:11][CH:12]=[C:13]([C:18]4[N:22]([CH:23]5[CH2:24][CH2:25][CH2:26][CH2:27][CH2:28]5)[C:21]5[CH:29]=[CH:30][C:31]([C:33]([OH:35])=[O:34])=[CH:32][C:20]=5[N:19]=4)[CH:14]=3)[N:9]=2)[CH:5]=[CH:4][CH:3]=1 |f:2.3|. Procedure details: Following the procedure and workup for Compound 354, Compound 354e (100 mg, 0.256 mmol) was reacted with 1-(3-bromo-phenyl)-ethanone (0.256 mmol) in ethanol (2 mL) using 10% w/v KOH in ethanol (506 μL, 0.64 mmol) to produce the title compound (15 mg, 12% yield).